This data is from the Open Reaction Database (ORD), a public repository of structured organic reaction records. The task is: describe an organic reaction: reactants, conditions, products, and yield Reactants: COC1=CC(=NC(=C1)C)C(=O)O (4-methoxy-6-methyl-2-pyridinecarboxylic acid), N,N'-carbonyldiimidazole, NC1=NN=NN1 (5-aminotetrazole). Product: N1N=NN=C1NC(=O)C1=NC(=CC(=C1)OC)C (N-(5-tetrazolyl)-4-methoxy-6-methyl-2-pyridinecarboxamide). Isolated yield 73.2%. As a reaction SMILES: [CH3:1][O:2][C:3]1[CH:8]=[C:7]([CH3:9])[N:6]=[C:5]([C:10]([OH:12])=O)[CH:4]=1.[NH2:13][C:14]1[NH:18][N:17]=[N:16][N:15]=1>>[NH:15]1[C:14]([NH:13][C:10]([C:5]2[CH:4]=[C:3]([O:2][CH3:1])[CH:8]=[C:7]([CH3:9])[N:6]=2)=[O:12])=[N:18][N:17]=[N:16]1. Reported procedure: 0.8 g of 4-methoxy-6-methyl-2-pyridinecarboxylic acid, 0.82 g of N,N'-carbonyldiimidazole and 0.45 g of 5-aminotetrazole are treated in the same manner as described in Example 2. The crude product thus obtained is recrystallized from a mixture of dimethylformamide and ethanol, whereby 0.82 g of N-(5-tetrazolyl)-4-methoxy-6-methyl-2-pyridinecarboxamide is obtained. The reactants are Cc1cc(Cl)nc(Br)c1, CC(C)(C)[O-], Cc1ccccc1, Nc1ccc(C(F)(F)F)cc1, [K+], O=C(C=Cc1ccccc1)C=Cc1ccccc1, O=C(C=Cc1ccccc1)C=Cc1ccccc1, O=C(C=Cc1ccccc1)C=Cc1ccccc1, [Pd], [Pd]. Product: Cc1cc(Cl)nc(Nc2ccc(C(F)(F)F)cc2)c1. RXN SMILES: [Br:1][c:2]1[n:3][c:4]([Cl:9])[cH:5][c:6]([CH3:8])[cH:7]1.[CH3:21][C:22]([CH3:23])([O-:24])[CH3:25].[CH3:27][c:28]1[cH:29][cH:30][cH:31][cH:32][cH:33]1.[F:10][C:11]([c:12]1[cH:13][cH:14][c:15]([NH2:16])[cH:17][cH:18]1)([F:19])[F:20].[K+:26].[O:36]=[C:37]([CH:38]=[CH:39][c:40]1[cH:41][cH:42][cH:43][cH:44][cH:45]1)[CH:46]=[CH:47][c:48]1[cH:49][cH:50][cH:51][cH:52][cH:53]1.[O:54]=[C:55]([CH:56]=[CH:57][c:58]1[cH:59][cH:60][cH:61][cH:62][cH:63]1)[CH:64]=[CH:65][c:66]1[cH:67][cH:68][cH:69][cH:70][cH:71]1.[O:72]=[C:73]([CH:74]=[CH:75][c:76]1[cH:77][cH:78][cH:79][cH:80][cH:81]1)[CH:82]=[CH:83][c:84]1[cH:85][cH:86][cH:87][cH:88][cH:89]1.[Pd:34].[Pd:35]>>[c:2]1([NH:16][c:15]2[cH:14][cH:13][c:12]([C:11]([F:10])([F:19])[F:20])[cH:18][cH:17]2)[n:3][c:4]([Cl:9])[cH:5][c:6]([CH3:8])[cH:7]1. The reactants are [Br-], [Br-], COc1ccccc1C1=NC(C)(C)CO1, COc1ccccc1[Mg+], COc1cc(Cl)cc(Cl)c1C1=NC(C)(C)CO1, Fc1ccc([Mg+])cc1. Product: CC1(C)COC(c2c(Cl)cc(Cl)cc2-c2ccc(F)cc2)=N1. RXN SMILES: [Br-:18].[Br-:42].[CH3:27][O:28][c:29]1[cH:30][cH:31][cH:32][cH:33][c:34]1[C:35]1=[N:41][C:38]([CH3:39])([CH3:40])[CH2:37][O:36]1.[CH3:43][O:44][c:45]1[cH:46][cH:47][cH:48][cH:49][c:50]1[Mg+:51].[Cl:1][c:2]1[c:3]([C:11]2=[N:15][C:14]([CH3:16])([CH3:17])[CH2:13][O:12]2)[c:4]([O:9][CH3:10])[cH:5][c:6]([Cl:8])[cH:7]1.[F:19][c:20]1[cH:21][cH:22][c:23]([Mg+:26])[cH:24][cH:25]1>>[Cl:1][c:2]1[c:3]([C:11]2=[N:15][C:14]([CH3:16])([CH3:17])[CH2:13][O:12]2)[c:4](-[c:23]2[cH:22][cH:21][c:20]([F:19])[cH:25][cH:24]2)[cH:5][c:6]([Cl:8])[cH:7]1. The reactants are Cc1ccc2cc(Br)ccc2n1, O=C(OOC(=O)c1ccccc1)c1ccccc1, O=C1CCC(=O)N1Cl, c1ccccc1. The product is ClCc1ccc2cc(Br)ccc2n1. RXN SMILES: [Br:1][c:2]1[cH:3][c:4]2[cH:5][cH:6][c:7]([CH3:12])[n:8][c:9]2[cH:10][cH:11]1.[C:21]([O:22][O:23][C:24](=[O:25])[c:26]1[cH:27][cH:28][cH:29][cH:30][cH:31]1)(=[O:32])[c:33]1[cH:34][cH:35][cH:36][cH:37][cH:38]1.[Cl:13][N:14]1[C:15](=[O:16])[CH2:17][CH2:18][C:19]1=[O:20].[cH:39]1[cH:40][cH:41][cH:42][cH:43][cH:44]1>>[Br:1][c:2]1[cH:3][c:4]2[cH:5][cH:6][c:7]([CH2:12][Cl:13])[n:8][c:9]2[cH:10][cH:11]1.